Dataset: the Open Reaction Database (ORD), a public repository of structured organic reaction records. Task: describe an organic reaction: reactants, conditions, products, and yield Starting materials: ClC(Cl)Cl, Cl, O=S(Cl)Cl, O=C(O)c1ncccn1. Yields the product O=C(Cl)c1ncccn1. As a reaction SMILES: [Cl:15][CH:16]([Cl:17])[Cl:18].[ClH:1].[S:11]([Cl:12])([Cl:13])=[O:14].[n:2]1[c:3]([C:8](=[O:9])[OH:10])[n:4][cH:5][cH:6][cH:7]1>>[n:2]1[c:3]([C:8](=[O:10])[Cl:13])[n:4][cH:5][cH:6][cH:7]1. Reaction SMILES: [CH3:1][O:2][c:3]1[cH:4][c:5]([C:6]#[N:7])[cH:8][cH:9][c:10]1[OH:11].[Cl-:13].[ClH:14].[Li+:12].[OH2:15]>>[OH:2][c:3]1[cH:4][c:5]([C:6]#[N:7])[cH:8][cH:9][c:10]1[OH:11]. Yields the product N#Cc1ccc(O)c(O)c1. Reactants: COc1cc(C#N)ccc1O, [Cl-], Cl, [Li+], O. Starting materials: O=C([O-])O, ClCCl, COC(=O)C(Cc1ccc(OCc2ccccc2)nc1)NC(=O)OCc1ccccc1, C[Si](C)(C)I, [Na+]. Product: COC(=O)C(N)Cc1ccc(OCc2ccccc2)nc1. RXN SMILES: [C:37](=[O:38])([OH:39])[O-:40].[CH2:42]([Cl:43])[Cl:44].[CH3:1][O:2][C:3]([CH:4]([CH2:5][c:6]1[cH:7][n:8][c:9]([O:12][CH2:13][c:14]2[cH:15][cH:16][cH:17][cH:18][cH:19]2)[cH:10][cH:11]1)[NH:20][C:21]([O:22][CH2:23][c:24]1[cH:25][cH:26][cH:27][cH:28][cH:29]1)=[O:30])=[O:31].[CH3:32][Si:33]([I:34])([CH3:35])[CH3:36].[Na+:41]>>[CH3:1][O:2][C:3]([CH:4]([CH2:5][c:6]1[cH:7][n:8][c:9]([O:12][CH2:13][c:14]2[cH:15][cH:16][cH:17][cH:18][cH:19]2)[cH:10][cH:11]1)[NH2:20])=[O:31].